From a dataset of the Open Reaction Database (ORD), a public repository of structured organic reaction records. describe an organic reaction: reactants, conditions, products, and yield Starting materials: [Cl-].COC[P+](C1=CC=CC=C1)(C1=CC=CC=C1)C1=CC=CC=C1 (methoxymethyltriphenyl phosphonium chloride), C1CCOC1 (THF), C(CC=C)[C@@H]1CC[C@H](CC1)[C@@H]1CC[C@H](CC1)CC=O (trans-4-(trans-4-(3-butenyl)cyclohexyl)cyclohexyl acetaldehyde), C1CCOC1 (THF), CC(C)(C)[O-].[K+] (t-BuOK). Conditions: temperature -50 celsius, time 1 hour. Yields the product COCC=C[C@@H]1CC[C@H](CC1)[C@@H]1CC[C@H](CC1)CCC=C (1-(3-methoxypropenyl)-trans-4-(trans-4-(3-butenyl)cyclohexyl)cyclohexane). Reaction SMILES: [Cl-].COC[P+](C1C=CC=CC=1)(C1C=CC=CC=1)C1C=CC=CC=1.CC([O-])(C)C.[K+].[CH2:30]([C@H:34]1[CH2:39][CH2:38][C@H:37]([C@H:40]2[CH2:45][CH2:44][C@H:43](CC=O)[CH2:42][CH2:41]2)[CH2:36][CH2:35]1)[CH2:31][CH:32]=[CH2:33].[CH2:49]1[CH2:53][O:52][CH2:51][CH2:50]1>>[CH3:51][O:52][CH2:53][CH:49]=[CH:50][C@H:43]1[CH2:44][CH2:45][C@H:40]([C@H:37]2[CH2:36][CH2:35][C@H:34]([CH2:30][CH2:31][CH:32]=[CH2:33])[CH2:39][CH2:38]2)[CH2:41][CH2:42]1 |f:0.1,2.3|. Procedure details: A mixture of 25.2 g (73.5 mmol) of methoxymethyltriphenyl phosphonium chloride and 300 ml of THF was cooled to −50° C. under a gas stream of nitrogen. To the mixture, 7.6 g (67.8 mmol) of t-BuOK was added and stirred for 1 hour. To the mixture, a solution of 14.8 g (56.5 mmol) of trans-4-(trans-4-(3-butenyl)cyclohexyl)cyclohexyl acetaldehyde in 150 ml of THF was added dropwise with maintaining the temperature below −50° C. After dropwise addition, the reaction temperature was increased gradually... Reactants: CC(C)(C)OC(=O)N1CCNCC1, OCCC1CSC(c2cc3cc(Cl)cc(NC4CCCC4)c3[nH]2)=N1. Product: CC(C)(C)OC(=O)N1CCN(CCC2CSC(c3cc4cc(Cl)cc(NC5CCCC5)c4[nH]3)=N2)CC1. RXN SMILES: [C:25](=[O:26])([O:27][C:28]([CH3:29])([CH3:30])[CH3:31])[N:32]1[CH2:33][CH2:34][NH:35][CH2:36][CH2:37]1.[Cl:1][c:2]1[cH:3][c:4]2[cH:5][c:6]([C:17]3=[N:21][CH:20]([CH2:22][CH2:23][OH:24])[CH2:19][S:18]3)[nH:7][c:8]2[c:9]([NH:11][CH:12]2[CH2:13][CH2:14][CH2:15][CH2:16]2)[cH:10]1>>[Cl:1][c:2]1[cH:3][c:4]2[cH:5][c:6]([C:17]3=[N:21][CH:20]([CH2:22][CH2:23][N:35]4[CH2:34][CH2:33][N:32]([C:25](=[O:26])[O:27][C:28]([CH3:29])([CH3:30])[CH3:31])[CH2:37][CH2:36]4)[CH2:19][S:18]3)[nH:7][c:8]2[c:9]([NH:11][CH:12]2[CH2:13][CH2:14][CH2:15][CH2:16]2)[cH:10]1. Reactants: S(=O)(Br)Br (thionyl bromide), C(C)OC(C(C(C(CCF)=C)O)NC=O)=O (6-fluoro-2-formylamino-3-hydroxy-4-methylene-hexanoic acid ethyl ester), O (water). Solvent: ClCCCl (1,2-dichloroethane). Run at time 45 minute. Yields the product C(C)OC(C(C=C(CCF)CBr)NC=O)=O (4-bromomethyl-6-fluoro-2-formylamino-hex-3-enoic acid ethyl ester). RXN SMILES: [CH2:1]([O:3][C:4](=[O:16])[CH:5]([NH:13][CH:14]=[O:15])[CH:6](O)[C:7](=[CH2:11])[CH2:8][CH2:9][F:10])[CH3:2].S(Br)([Br:19])=O.O>ClCCCl>[CH2:1]([O:3][C:4](=[O:16])[CH:5]([NH:13][CH:14]=[O:15])[CH:6]=[C:7]([CH2:11][Br:19])[CH2:8][CH2:9][F:10])[CH3:2]. Procedure details: 1.40 g (6.0 mmol) of 6-fluoro-2-formylamino-3-hydroxy-4-methylene-hexanoic acid ethyl ester are dissolved in 14 ml of 1,2-dichloroethane, and 0.56 ml (7.2 mmol) of thionyl bromide is added dropwise at room temperature. After 45 minutes, 12 ml of water are added and the mixture is stirred vigorously for 15 minutes. The organic phase is separated off, washed in succession with water, 1N potassium hydrogen carbonate solution and again with water, dried over sodium sulfate, filtered and concentrated... Reactants: CC(=O)c1ccc(N2CCN(C(=O)OCc3ccccc3)CC2=O)cc1, CO. Yields the product CC(=O)c1ccc(N2CCNCC2=O)cc1. Reaction SMILES: [C:1]([CH3:2])(=[O:3])[c:4]1[cH:5][cH:6][c:7]([N:10]2[C:11](=[O:26])[CH2:12][N:13]([C:16]([O:17][CH2:18][c:19]3[cH:20][cH:21][cH:22][cH:23][cH:24]3)=[O:25])[CH2:14][CH2:15]2)[cH:8][cH:9]1.[CH3:27][OH:28]>>[C:1]([CH3:2])(=[O:3])[c:4]1[cH:5][cH:6][c:7]([N:10]2[C:11](=[O:26])[CH2:12][NH:13][CH2:14][CH2:15]2)[cH:8][cH:9]1. Procedure: To an argon purged solution of 7-bromo-N,N-dimethyl-[1,2,4]triazolo[1,5-a]pyridine-2-amine (300 mg, 1.24 mmol) in dioxane (11 ml) are added tert-butyl carbamate (175 mg, 1.49 mmol), cesium carbonate (568 mg, 1.74 mmol), tris(dibenzylideneacetone)dipalladium(0) (22.8 mg, 24.9 μmol) and 4,5-bis(diphenylphosphino)-9,9-dimethylxanthene (28.8 mg, 49.8 μmol). The resulting mixture is stirred for 18 hours at 100° C. under argon atmosphere. The crude material is loaded on silicagel and purified by chrom... Yields the product CN(C1=NN2C(C=C(C=C2)NC(OC(C)(C)C)=O)=N1)C (tert-butyl 2-(dimethylamino)-[1,2,4]triazolo[1,5-a]pyridine-7-ylcarbamate). Yield: 90.1%. The solvent is O1CCOCC1 (dioxane). Reagents/catalysts: C=1C=CC(=CC1)/C=C/C(=O)/C=C/C2=CC=CC=C2.C=1C=CC(=CC1)/C=C/C(=O)/C=C/C2=CC=CC=C2.C=1C=CC(=CC1)/C=C/C(=O)/C=C/C2=CC=CC=C2.[Pd].[Pd] (tris(dibenzylideneacetone)dipalladium(0)), C1(=CC=CC=C1)P(C1=CC=CC=2C(C3=CC=CC(=C3OC12)P(C1=CC=CC=C1)C1=CC=CC=C1)(C)C)C1=CC=CC=C1 (4,5-bis(diphenylphosphino)-9,9-dimethylxanthene). Reactants: crude material, BrC1=CC=2N(C=C1)N=C(N2)N(C)C (7-bromo-N,N-dimethyl-[1,2,4]triazolo[1,5-a]pyridine-2-amine), C(N)(OC(C)(C)C)=O (tert-butyl carbamate), C([O-])([O-])=O.[Cs+].[Cs+] (cesium carbonate). Run at temperature 100 celsius, time 18 hour. As a reaction SMILES: Br[C:2]1[CH:7]=[CH:6][N:5]2[N:8]=[C:9]([N:11]([CH3:13])[CH3:12])[N:10]=[C:4]2[CH:3]=1.[C:14](=[O:21])([O:16][C:17]([CH3:20])([CH3:19])[CH3:18])[NH2:15].C(=O)([O-])[O-].[Cs+].[Cs+]>O1CCOCC1.C1C=CC(/C=C/C(/C=C/C2C=CC=CC=2)=O)=CC=1.C1C=CC(/C=C/C(/C=C/C2C=CC=CC=2)=O)=CC=1.C1C=CC(/C=C/C(/C=C/C2C=CC=CC=2)=O)=CC=1.[Pd].[Pd].C1(P(C2C=CC=CC=2)C2C3OC4C(=CC=CC=4P(C4C=CC=CC=4)C4C=CC=CC=4)C(C)(C)C=3C=CC=2)C=CC=CC=1>[CH3:12][N:11]([CH3:13])[C:9]1[N:10]=[C:4]2[CH:3]=[C:2]([NH:15][C:14](=[O:21])[O:16][C:17]([CH3:20])([CH3:19])[CH3:18])[CH:7]=[CH:6][N:5]2[N:8]=1 |f:2.3.4,6.7.8.9.10|. Reactants: CO (methanol), [Mg] (magnesium), II (iodine), C1(CCCCC1)Cl (cyclohexylchloride), C(C(C)C)[Si](OC)(OC)OC (isobutyltrimethoxysilane), C1(CCCCC1)Cl (cyclohexylchloride). Run in COC(C)(C)C (methyl-tert-butylether), COC(C)(C)C (methyl-tert-butylether). Yields the product C(C(C)C)[Si](OC)(OC)C1CCCCC1 (isobutylcyclohexyldimethoxysilane). RXN SMILES: [Mg].II.[CH:4]1(Cl)[CH2:9][CH2:8][CH2:7][CH2:6][CH2:5]1.[CH2:11]([Si:15](OC)([O:18][CH3:19])[O:16][CH3:17])[CH:12]([CH3:14])[CH3:13].CO>COC(C)(C)C>[CH2:11]([Si:15]([CH:4]1[CH2:9][CH2:8][CH2:7][CH2:6][CH2:5]1)([O:18][CH3:19])[O:16][CH3:17])[CH:12]([CH3:14])[CH3:13]. Procedure details: Under an inert gas, 24.3 g magnesium chips (1.0 mol) were combined with about 10 ml methyl-tert-butylether, an iodine crystal and 3.6 g cyclohexylchloride (0.03 mol). To start the reaction, a solution of 152.0 g isobutyltrimethoxysilane (0.85 mol) and 115.0 g cyclohexylchloride (0.97 mol) in 130 ml methyl-tert-butylether was added dropwise, with stirring, to the first mixture at a rate to maintain a moderate reflux. At the end of this addition, the reaction was allowed to reflux for two more hou...